From a dataset of the Open Reaction Database (ORD), a public repository of structured organic reaction records. describe an organic reaction: reactants, conditions, products, and yield Starting materials: CN1C(CC(CC1(C)C)C1=CC=C(C=C1)O)(C)C (4-(1,2,2,6,6-pentamethyl-piperidin-4-yl)-phenol), C(Cl)C1CO1 (epichlorohydrin). Product: CN1C(CC(CC1(C)C)C1=CC=C(C=C1)OCC1OC1)(C)C (1,2,2,6,6-Pentamethyl-4-(4-oxiranylmethoxy-phenyl)-piperidine). As a reaction SMILES: [CH3:1][N:2]1[C:7]([CH3:9])([CH3:8])[CH2:6][CH:5]([C:10]2[CH:15]=[CH:14][C:13]([OH:16])=[CH:12][CH:11]=2)[CH2:4][C:3]1([CH3:18])[CH3:17].[CH2:19]([CH:21]1[O:23][CH2:22]1)Cl>>[CH3:1][N:2]1[C:7]([CH3:9])([CH3:8])[CH2:6][CH:5]([C:10]2[CH:11]=[CH:12][C:13]([O:16][CH2:19][CH:21]3[CH2:22][O:23]3)=[CH:14][CH:15]=2)[CH2:4][C:3]1([CH3:18])[CH3:17]. Procedure: The title compound was prepared from 4-(1,2,2,6,6-pentamethyl-piperidin-4-yl)-phenol and epichlorohydrin according to the procedures employed for the preparation of the compound in Step 1 of Example 2. The reactants are C1(CC1)NC(C1=CC(=C(C(=C1)F)C)C=1C=C2C(=CN(C(C2=CC1)=O)CC1CC1)C=O)=O (N-Cyclopropyl-3-(2-(cyclopropylmethyl)-4-formyl-1-oxo-1,2-dihydroisoquinolin-6-yl)-5-fluoro-4-methylbenzamide), C[C@@H]1CN(CCN1)C(=O)OC(C)(C)C ((R)-3-methylpiperazine-1-carboxylic acid, tert-butyl ester). The product is C1(CC1)NC(C1=CC(=C(C(=C1)F)C)C=1C=C2C(=CN(C(C2=CC1)=O)CC1CC1)CN1[C@@H](CNCC1)C)=O ((R)—N-Cyclopropyl-3-(2-(cyclopropylmethyl)-4-((2-methylpiperazin-1-yl)methyl)-1-oxo-1,2-dihydroisoquinolin-6-yl)-5-fluoro-4-methylbenzamide). Reaction SMILES: [CH:1]1([NH:4][C:5](=[O:31])[C:6]2[CH:11]=[C:10]([F:12])[C:9]([CH3:13])=[C:8]([C:14]3[CH:15]=[C:16]4[C:21](=[CH:22][CH:23]=3)[C:20](=[O:24])[N:19]([CH2:25][CH:26]3[CH2:28][CH2:27]3)[CH:18]=[C:17]4[CH:29]=O)[CH:7]=2)[CH2:3][CH2:2]1.[CH3:32][C@H:33]1[NH:38][CH2:37][CH2:36][N:35](C(OC(C)(C)C)=O)[CH2:34]1>>[CH:1]1([NH:4][C:5](=[O:31])[C:6]2[CH:11]=[C:10]([F:12])[C:9]([CH3:13])=[C:8]([C:14]3[CH:15]=[C:16]4[C:21](=[CH:22][CH:23]=3)[C:20](=[O:24])[N:19]([CH2:25][CH:26]3[CH2:28][CH2:27]3)[CH:18]=[C:17]4[CH2:29][N:38]3[CH2:37][CH2:36][NH:35][CH2:34][C@H:33]3[CH3:32])[CH:7]=2)[CH2:3][CH2:2]1. Reported procedure: The title compound was prepared as a solid according to the method of Example 81 using the product of Example 75 step i) and (R)-3-methylpiperazine-1-carboxylic acid, tert-butyl ester and the product purified by HPLC. Reactants: ClC=1C(=CC(=NC1)F)I (5-Chloro-2-fluoro-4-iodopyridine), C(=O)(O)CC1=CC=C(C=C1)B(O)O (4-carboxymethylphenyl boronic acid), C(OC)COC (dimethoxyethane), C(=O)([O-])[O-].[Na+].[Na+] (Na2CO3). As a reaction SMILES: [Cl:1][C:2]1[C:3](I)=[CH:4][C:5]([F:8])=[N:6][CH:7]=1.C([CH2:13][C:14]1[CH:19]=[CH:18][C:17](B(O)O)=[CH:16][CH:15]=1)(O)=O.[C:23]([O-])([O-])=[O:24].[Na+].[Na+].C(COC)[O:30]C>C1C=CC([P]([Pd]([P](C2C=CC=CC=2)(C2C=CC=CC=2)C2C=CC=CC=2)([P](C2C=CC=CC=2)(C2C=CC=CC=2)C2C=CC=CC=2)[P](C2C=CC=CC=2)(C2C=CC=CC=2)C2C=CC=CC=2)(C2C=CC=CC=2)C2C=CC=CC=2)=CC=1>[CH3:23][O:24][C:13](=[O:30])[C:14]1[CH:15]=[CH:16][C:17]([C:3]2[C:2]([Cl:1])=[CH:7][N:6]=[C:5]([F:8])[CH:4]=2)=[CH:18][CH:19]=1 |f:2.3.4,^1:38,40,59,78|. Isolated yield 34.0%. Reagents/catalysts: C=1C=CC(=CC1)[P](C=2C=CC=CC2)(C=3C=CC=CC3)[Pd]([P](C=4C=CC=CC4)(C=5C=CC=CC5)C=6C=CC=CC6)([P](C=7C=CC=CC7)(C=8C=CC=CC8)C=9C=CC=CC9)[P](C=1C=CC=CC1)(C=1C=CC=CC1)C=1C=CC=CC1 (tetrakis(triphenylphosphine)palladium). Procedure details: 5-Chloro-2-fluoro-4-iodopyridine, (257 mg, 1 mmol), 4-carboxymethylphenyl boronic acid (0.2 g, 1.1 mmol) were dissolved in dimethoxyethane in a screw cap test tube and 1.5 mL 2M Na2CO3 was added followed by tetrakis(triphenylphosphine)palladium (50 mg, 0.044 mmol). Argon was bubbled through the reaction mixture for 5 min, the tube was sealed, and then the reaction mixture was heated to 85° C. overnight. The reaction mixture was poured into water and extracted with ethyl acetate. The organic laye... Run at temperature 85 celsius. Yields the product COC(C1=CC=C(C=C1)C1=CC(=NC=C1Cl)F)=O (4-(5-chloro-2-fluoropyridin-4-yl)-benzoic acid methyl ester). Reactants: OC1C2C3=C(C1CC2)C=C(C=C3C(NCCCOC3=C(C=C(C=C3)C(C)(C)CC)C(C)(C)CC)=O)O (3,6-dihydroxy-4-[3-(2,4-di-t-pentylphenoxy)propylcarbamoyl]benzonorbornene), ClN1C(CCC1=O)=O (N-chlorosuccinimide). Run in O1CCCC1 (tetrahydrofuran). The product is O=C1C2C3=C(C1CC2)CC(C(=C3C(NCCCOC3=C(C=C(C=C3)C(C)(C)CC)C(C)(C)CC)=O)Cl)=O (3,6-dioxo-4-[3-(2,4-di-t-pentylphenoxy)propylcarbamoyl]-5-chlorobenzonorbornene). As a reaction SMILES: [OH:1][CH:2]1[CH:6]2[CH2:7][CH2:8][CH:3]1[C:4]1[C:12]([C:13](=[O:35])[NH:14][CH2:15][CH2:16][CH2:17][O:18][C:19]3[CH:24]=[CH:23][C:22]([C:25]([CH2:28][CH3:29])([CH3:27])[CH3:26])=[CH:21][C:20]=3[C:30]([CH2:33][CH3:34])([CH3:32])[CH3:31])=[CH:11][C:10]([OH:36])=[CH:9][C:5]=12.[Cl:37]N1C(=O)CCC1=O>O1CCCC1>[O:1]=[C:2]1[CH:6]2[CH2:7][CH2:8][CH:3]1[C:4]1[C:12]([C:13](=[O:35])[NH:14][CH2:15][CH2:16][CH2:17][O:18][C:19]3[CH:24]=[CH:23][C:22]([C:25]([CH2:28][CH3:29])([CH3:27])[CH3:26])=[CH:21][C:20]=3[C:30]([CH2:33][CH3:34])([CH3:32])[CH3:31])=[C:11]([Cl:37])[C:10](=[O:36])[CH2:9][C:5]=12. Procedure details: The above (4.9 g) synthesized in (3) above was dissolved in tetrahydrofuran (60 ml), and N-chlorosuccinimide (2.9 g) was added thereto, followed by reacting the reaction for 6 hours. Thereafter, the solvent was distilled off, and the residue was purified by silica gel chromatography to obtain 3,6-dioxo-4-[3-(2,4-di-t-pentylphenoxy)propylcarbamoyl]-5-chlorobenzonorbornene. (Yield: 5.0 g (95.7 %). The reactants are Ice water, N1=CNC2=C1C=CC=C2 (Benzimidazole), ClC1=NC=CC(=N1)OC (2-chloro-4-methoxypyrimidine), [H-].[Na+] (sodium hydride). Solvent: CN(C=O)C (dimethylformamide). Reaction conditions: time 1 hour. The product is COC1=NC(=NC=C1)N1C=NC2=C1C=CC=C2 (1-(4-methoxypyrimidin-2-yl)-benzimidazole). Isolated yield 41.8%. Reaction SMILES: [N:1]1[C:5]2[CH:6]=[CH:7][CH:8]=[CH:9][C:4]=2[NH:3][CH:2]=1.[H-].[Na+].Cl[C:13]1[N:18]=[C:17]([O:19][CH3:20])[CH:16]=[CH:15][N:14]=1>CN(C)C=O>[CH3:20][O:19][C:17]1[CH:16]=[CH:15][N:14]=[C:13]([N:1]2[C:5]3[CH:6]=[CH:7][CH:8]=[CH:9][C:4]=3[N:3]=[CH:2]2)[N:18]=1 |f:1.2|. Reported procedure: Benzimidazole (0.50 g) was dissolved in dimethylformamide (10 ml), and sodium hydride (60% purity, oily) (0.18 g) was added thereto at room temperature. After stirring for 1 hour, 2-chloro-4-methoxypyrimidine (0.62 g) was added at room temperature, followed by stirring for 3 hours. Ice water was added, followed by extraction with ethyl acetate, washing with a saturated sodium chloride aqueous solution and drying over anhydrous magnesium sulfate. The solvent was distilled off, and the residue was... The reactants are ClC=1C=C(COC2=NC(=NC=C2C(=O)NCC2=NC=CC=N2)SC)C=CC1OC (4-(3-chloro-4-methoxybenzyloxy)-2-(methylmercapto)-N-(pyrimidin-2-ylmethyl)pyrimidine-5-carboxamide), C1=CC(=CC(=C1)Cl)C(=O)OO (m-CPBA). Run in ClCCl (dichloromethane). The product is ClC=1C=C(COC2=NC(=NC=C2C(=O)NCC2=NC=CC=N2)S(=O)C)C=CC1OC (4-(3-chloro-4-methoxybenzyloxy)-2-(methylsulfinyl)-N-(pyrimidin-2-ylmethyl)pyrimidine-5-carboxamide). The yield is 96.2%. Reaction SMILES: [Cl:1][C:2]1[CH:3]=[C:4]([CH:25]=[CH:26][C:27]=1[O:28][CH3:29])[CH2:5][O:6][C:7]1[C:12]([C:13]([NH:15][CH2:16][C:17]2[N:22]=[CH:21][CH:20]=[CH:19][N:18]=2)=[O:14])=[CH:11][N:10]=[C:9]([S:23][CH3:24])[N:8]=1.C1C=C(Cl)C=C(C(OO)=[O:38])C=1>ClCCl>[Cl:1][C:2]1[CH:3]=[C:4]([CH:25]=[CH:26][C:27]=1[O:28][CH3:29])[CH2:5][O:6][C:7]1[C:12]([C:13]([NH:15][CH2:16][C:17]2[N:18]=[CH:19][CH:20]=[CH:21][N:22]=2)=[O:14])=[CH:11][N:10]=[C:9]([S:23]([CH3:24])=[O:38])[N:8]=1. Procedure: 4-(3-chloro-4-methoxybenzyloxy)-2-(methylmercapto)-N-(pyrimidin-2-ylmethyl)pyrimidine-5-carboxamide (250 mg, 0.58 mmol) were dissolved in 20 mL of dichloromethane, m-CPBA (110 mg, 0.64 mmol) was added and reacted at room temperature for 12 h, washed with water after the reaction is complete, extracted with dichloromethane, the organic layer was dried, dried by rotation to obtain yellow solid 250 mg, yield 97%, this product was directly used in the next reaction without purification. Reactants: BrC1=NN(C(=C1[N+](=O)[O-])NC)CCO (3-bromo-1-(2'-hydroxyethyl)-5-methylamino-4-nitropyrazole), S(O)(O)(=O)=O (sulfuric acid). Run in C(C)(C)O (isopropanol). Yields the product NC=1C=NN(C1NC)CCO (4-amino-1-(2'-hydroxyethyl)-5-methylaminopyrazole). Isolated yield 64.0%. RXN SMILES: Br[C:2]1[C:6]([N+:7]([O-])=O)=[C:5]([NH:10][CH3:11])[N:4]([CH2:12][CH2:13][OH:14])[N:3]=1.S(=O)(=O)(O)O>C(O)(C)C>[NH2:7][C:6]1[CH:2]=[N:3][N:4]([CH2:12][CH2:13][OH:14])[C:5]=1[NH:10][CH3:11]. Procedure details: 2.65 g (10 mmoles) of 3-bromo-1-(2'-hydroxyethyl)-5-methylamino-4-nitropyrazole are hydrogenated for 4 hours according to method (1). After adding 1 g (10 mmoles) sulfuric acid and 10 ml isopropanol, the product separates. 1 g (40 percent of theory) of 4-amino-1-(2'-hydroxyethyl)-5-methylaminopyrazole hydrosulfate are obtained in the form of colorless crystals with a melting point of 138° to 140° C.